Dataset: the Open Reaction Database (ORD), a public repository of structured organic reaction records. Task: describe an organic reaction: reactants, conditions, products, and yield Reactants: N1(CCOCC1)C(=O)Cl (4-Morpholinylcarbonyl chloride), ice, ClC=1C(=C(NC2=NC=NC3=CC(=C(C=C23)OC2CCNCC2)OC)C=CC1)F (4-(3-chloro-2-fluoroanilino)-7-methoxy-6-[(piperidin-4-yl)oxy]quinazoline), C(C)(C)N(CC)C(C)C (diisopropylethylamine). Solvent: ClCCl (dichloromethane), ClCCl (dichloromethane). Conditions: time 18 hour. Product: ClC=1C(=C(NC2=NC=NC3=CC(=C(C=C23)OC2CCN(CC2)C(=O)N2CCOCC2)OC)C=CC1)F (4-(3-Chloro-2-fluoroanilino)-7-methoxy-6-{[1-(morpholin-4-ylcarbonyl) piperidin-4-yl]oxy}quinazoline). Isolated yield 64.6%. As a reaction SMILES: [N:1]1([C:7](Cl)=[O:8])[CH2:6][CH2:5][O:4][CH2:3][CH2:2]1.[Cl:10][C:11]1[C:12]([F:37])=[C:13]([CH:34]=[CH:35][CH:36]=1)[NH:14][C:15]1[C:24]2[C:19](=[CH:20][C:21]([O:32][CH3:33])=[C:22]([O:25][CH:26]3[CH2:31][CH2:30][NH:29][CH2:28][CH2:27]3)[CH:23]=2)[N:18]=[CH:17][N:16]=1.C(N(C(C)C)CC)(C)C>ClCCl>[Cl:10][C:11]1[C:12]([F:37])=[C:13]([CH:34]=[CH:35][CH:36]=1)[NH:14][C:15]1[C:24]2[C:19](=[CH:20][C:21]([O:32][CH3:33])=[C:22]([O:25][CH:26]3[CH2:31][CH2:30][N:29]([C:7]([N:1]4[CH2:6][CH2:5][O:4][CH2:3][CH2:2]4)=[O:8])[CH2:28][CH2:27]3)[CH:23]=2)[N:18]=[CH:17][N:16]=1. Procedure: 4-Morpholinylcarbonyl chloride (35 μl, 0.3 mmol) was added dropwise to a ice-cooled mixture of 4-(3-chloro-2-fluoroanilino)-7-methoxy-6-[(piperidin-4-yl)oxy]quinazoline (120 mg, 0.3 mmol) and diisopropylethylamine (63 μl, 0.36 mmol) in dichloromethane (5 ml). At the end of the addition, the mixture was stirred at room temperature for 18 hours. The mixture was diluted with dichloromethane, washed with water and brine and dried over magnesium sulfate. After evaporation of the solvents under vacuum... The yield is 66.6%. As a reaction SMILES: Br[C:2]1[CH:3]=[CH:4][CH:5]=[C:6]2[C:11]=1[N:10]=[C:9]([NH:12][C:13]1[CH:18]=[CH:17][CH:16]=[CH:15][CH:14]=1)[N:8]=[CH:7]2.C(=O)([O-])[O-].[K+].[K+].C1(P(C2C=CC=CC=2)CCCP(C2C=CC=CC=2)C2C=CC=CC=2)C=CC=CC=1.[CH:54]([O:56][CH2:57][CH2:58][CH2:59][CH3:60])=[CH2:55]>CN(C=O)C.O.C(O[Pd]OC(=O)C)(=O)C>[CH2:57]([O:56][C:54]([C:2]1[CH:3]=[CH:4][CH:5]=[C:6]2[C:11]=1[N:10]=[C:9]([NH:12][C:13]1[CH:18]=[CH:17][CH:16]=[CH:15][CH:14]=1)[N:8]=[CH:7]2)=[CH2:55])[CH2:58][CH2:59][CH3:60] |f:1.2.3|. Starting materials: BrC=1C=CC=C2C=NC(=NC12)NC1=CC=CC=C1 (8-bromo-N-phenylquinazolin-2-amine), C([O-])([O-])=O.[K+].[K+] (potassium carbonate), C1(=CC=CC=C1)P(CCCP(C1=CC=CC=C1)C1=CC=CC=C1)C1=CC=CC=C1 (1,3-bis(diphenylphosphino)propane), C(=C)OCCCC (1-(vinyloxy)butane). Reagents/catalysts: C(C)(=O)O[Pd]OC(C)=O (diacetoxypalladium). Reaction conditions: temperature 70 celsius, time 3 day. The product is C(CCC)OC(=C)C=1C=CC=C2C=NC(=NC12)NC1=CC=CC=C1 (8-(1-butoxyvinyl)-N-phenylquinazolin-2-amine). The solvent is CN(C)C=O (DMF), O (water). Procedure details: A solution of 8-bromo-N-phenylquinazolin-2-amine (310.3 mg, 1.034 mmol), diacetoxypalladium (23.21 mg, 0.103 mmol), potassium carbonate (286 mg, 2.068 mmol), 1,3-bis(diphenylphosphino)propane (94 mg, 0.227 mmol), and 1-(vinyloxy)butane (0.147 mL, 1.137 mmol) in a mixture of DMF (4.0 mL) and water (0.800 mL) was stirred under argon in a sealed tube at 70° C. for 3 d. The mixture was adsorbed onto silica gel (DMF was removed in vacuo). Chromatographic purification (silica gel, 0-50% EtOAc/hexanes,... The reactants are O=C([O-])[O-], O=C1CN(c2ccc(I)cc2OCc2ccccc2)S(=O)(=O)N1, COCCOC, [Na+], [Na+], OB(O)c1cn[nH]c1. Product: O=C1CN(c2ccc(-c3cn[nH]c3)cc2OCc2ccccc2)S(=O)(=O)N1. Reaction SMILES: [C:32](=[O:33])([O-:34])[O-:35].[CH2:1]([c:2]1[cH:3][cH:4][cH:5][cH:6][cH:7]1)[O:8][c:9]1[c:10]([N:16]2[CH2:17][C:18](=[O:23])[NH:19][S:20]2(=[O:21])=[O:22])[cH:11][cH:12][c:13]([I:15])[cH:14]1.[CH3:38][O:39][CH2:40][CH2:41][O:42][CH3:43].[Na+:36].[Na+:37].[nH:24]1[n:25][cH:26][c:27]([B:29]([OH:30])[OH:31])[cH:28]1>>[CH2:1]([c:2]1[cH:3][cH:4][cH:5][cH:6][cH:7]1)[O:8][c:9]1[c:10]([N:16]2[CH2:17][C:18](=[O:23])[NH:19][S:20]2(=[O:21])=[O:22])[cH:11][cH:12][c:13](-[c:27]2[cH:26][nH:25][n:24][cH:28]2)[cH:14]1. Reactants: NC=1C=C(C=C(C1)Br)N(C(C)=O)C (N-(3-amino-5-bromophenyl)-N-methylacetamide), N(=O)[O-].[Na+] (NaNO2), [Na+].C1(=CC=CC=C1)S(=O)[O-] (benzenesulphinic acid sodium salt), Cl (HCl). Procedure: 0.243 g (0.001 mol) of N-(3-amino-5-bromophenyl)-N-methylacetamide was suspended in 5 ml of water, treated with 0.2 ml (0.002 mol) of HCl (37%) and cooled to 0° C. A solution of 0.069 g (0.001 mol) of NaNO2 in 1 ml of water was added thereto, the mixture was stirred at 0° C. for 5 min. and subsequently at room temperature for 10 min. and finally treated with a solution of 0.25 g (0.0015 mol) of benzenesulphinic acid sodium salt in 5 ml of water. The reaction mixture was treated in an ultrasound ... Yields the product C1(=CC=CC=C1)S(=O)(=O)N=NC=1C=C(C=C(C1)Br)N(C(C)=O)C (N-[3-[2-(phenylsulphonyl)-diazenyl]-5-bromophenyl]-N-methylacetamide). Yield: 58.0%. Conditions: temperature 0 celsius, time 10 minute. Run in O (water), O (water), O (water). Reaction SMILES: [NH2:1][C:2]1[CH:3]=[C:4]([N:9]([CH3:13])[C:10](=[O:12])[CH3:11])[CH:5]=[C:6]([Br:8])[CH:7]=1.Cl.[N:15]([O-])=O.[Na+].[Na+].[C:20]1([S:26]([O-:28])=[O:27])[CH:25]=[CH:24][CH:23]=[CH:22][CH:21]=1>O>[C:20]1([S:26]([N:15]=[N:1][C:2]2[CH:3]=[C:4]([N:9]([CH3:13])[C:10](=[O:12])[CH3:11])[CH:5]=[C:6]([Br:8])[CH:7]=2)(=[O:28])=[O:27])[CH:25]=[CH:24][CH:23]=[CH:22][CH:21]=1 |f:2.3,4.5|. Starting materials: N1C=C(C2=CC=CC=C12)CCC(=O)O (3-indolepropionic acid), C(C)O (ethanol). The solvent is S(O)(O)(=O)=O (sulphuric acid). Product: C(C)OC(CCC1=CNC2=CC=CC=C12)=O (3-(1H-Indol-3-yl)-propionic acid ethyl ester). The yield is 95.0%. RXN SMILES: [NH:1]1[C:9]2[C:4](=[CH:5][CH:6]=[CH:7][CH:8]=2)[C:3]([CH2:10][CH2:11][C:12]([OH:14])=[O:13])=[CH:2]1.[CH2:15](O)[CH3:16]>S(=O)(=O)(O)O>[CH2:15]([O:13][C:12](=[O:14])[CH2:11][CH2:10][C:3]1[C:4]2[C:9](=[CH:8][CH:7]=[CH:6][CH:5]=2)[NH:1][CH:2]=1)[CH3:16]. Procedure details: To a mixture of 3-indolepropionic acid (4.00 g, 1 eq) in ethanol (70 ml), 1 ml of sulphuric acid is added dropwise and the mixture is first refluxed overnight and then evaporated to dryness. The resulting crude residue is dissolved in ethyl acetate and the organic solution is washed with 5% aqueous sodium bicarbonate, water, dried over MgSO4, filtered and finally evaporated to dryness, to afford the title compound as a yellow solid (4.30 g, 95% yield), which is used as such for the next step. The reactants are C(CCCC\C=C/C\C=C/C\C=C/CCCCC)(=O)O (z,z,z-6,9,12-Octadecatrienoic acid), C(CCO)O (propane-1,3-diol), [PH2](=O)O (hypophosphorous acid), petroleum ether-ethyl ether acetic acid. Solvent: petroleum ether. Reaction conditions: temperature 160 celsius, time 6 hour. Product: C(CCCC\C=C/C\C=C/C\C=C/CCCCC)(=O)OCCCOC(CCCC\C=C/C\C=C/C\C=C/CCCCC)=O (1,3-di-(z,z,z-6,9,12-octadecatrienoyloxy)propane). RXN SMILES: [C:1]([OH:20])(=[O:19])[CH2:2][CH2:3][CH2:4][CH2:5]/[CH:6]=[CH:7]\[CH2:8]/[CH:9]=[CH:10]\[CH2:11]/[CH:12]=[CH:13]\[CH2:14][CH2:15][CH2:16][CH2:17][CH3:18].[CH2:21](O)[CH2:22][CH2:23][OH:24].[PH2](O)=O>>[C:1]([O:20][CH2:3][CH2:2][CH2:1][O:19][C:23](=[O:24])[CH2:22][CH2:21][CH2:4][CH2:5]/[CH:6]=[CH:7]\[CH2:8]/[CH:9]=[CH:10]\[CH2:11]/[CH:12]=[CH:13]\[CH2:14][CH2:15][CH2:16][CH2:17][CH3:18])(=[O:19])[CH2:2][CH2:3][CH2:4][CH2:5]/[CH:6]=[CH:7]\[CH2:8]/[CH:9]=[CH:10]\[CH2:11]/[CH:12]=[CH:13]\[CH2:14][CH2:15][CH2:16][CH2:17][CH3:18]. Reported procedure: z,z,z-6,9,12-Octadecatrienoic acid (available from Sigma Chemicals) (0.180 mol, 50.0 g), propane-1,3-diol (0.086 mol, 6.5 g) and hypophosphorous acid (0.2 g) was heated with stirring to 160° C. under nitrogen. After 6 h, TLC (80:18:2 petroleum ether-ethyl ether-acetic acid) indicated that the reaction had gone to completion (Rf:0.56). The mixture was cooled down to room temperature and petroleum ether (700 mL) was added. The resulting solution was washed with saturated sodium bicarbonate (3×70 m... Starting materials: N(O)=C1SC(C(=N1)CCC)(C)C (2-oxo-4-propyl-5,5-dimethyl-3-thiazoline-oxime), CN=C=O (methyl isocyanate). As a reaction SMILES: [N:1](=[C:3]1[N:7]=[C:6]([CH2:8][CH2:9][CH3:10])[C:5]([CH3:12])([CH3:11])[S:4]1)[OH:2].[CH3:13][N:14]=[C:15]=[O:16]>>[CH3:13][NH:14][C:15]([O:2][N:1]=[C:3]1[N:7]=[C:6]([CH2:8][CH2:9][CH3:10])[C:5]([CH3:11])([CH3:12])[S:4]1)=[O:16]. Yields the product CNC(=O)ON=C1SC(C(=N1)CCC)(C)C (2-oxo-4-propyl-5,5-dimethyl-3-thiazoline-O-(methylcarbamoyl)-oxime). Procedure: 2-oxo-4-propyl-5,5-dimethyl-3-thiazoline-oxime was reacted with methyl isocyanate as described in Example 4 to yield 2-oxo-4-propyl-5,5-dimethyl-3-thiazoline-O-(methylcarbamoyl)-oxime, m.p. 112°-114° C. The 2-oxo-4-propyl-5,5-dimethyl-3-thiazoline-oxime starting material melts at 145°-147° C. The reactants are FC1=CC=C(C=C1)OC(N(C)[C@H]1CN(C[C@@H]1C1=CC(=C(C=C1)Cl)Cl)C(=O)C1CCNCC1)=O (rac-[(3R,4S)-4-(3,4-dichloro-phenyl)-1-(piperidine-4-carbonyl)-pyrrolidin-3-yl]-methyl-carbamic acid 4-fluoro-phenyl ester), C(C)(C)N(C(C)C)CC (N,N-diisopropyl ethyl amine), C([O-])([O-])=O.[Na+].[Na+] (sodium carbonate), C(CC)(=O)Cl (propionyl chloride). Run in C1CCOC1 (THF). Conditions: time 3 hour. The product is FC1=CC=C(C=C1)OC(N(C)[C@H]1CN(C[C@@H]1C1=CC(=C(C=C1)Cl)Cl)C(=O)C1CCN(CC1)C(CC)=O)=O (rac-[(3R,4S)-4-(3,4-Dichloro-phenyl)-1-(1-propionyl-piperidine-4-carbonyl)-pyrrolidin-3-yl]-methyl-carbamic acid 4-fluoro-phenyl ester). Isolated yield 39.0%. Reaction SMILES: [F:1][C:2]1[CH:7]=[CH:6][C:5]([O:8][C:9](=[O:33])[N:10]([C@@H:12]2[C@@H:16]([C:17]3[CH:22]=[CH:21][C:20]([Cl:23])=[C:19]([Cl:24])[CH:18]=3)[CH2:15][N:14]([C:25]([CH:27]3[CH2:32][CH2:31][NH:30][CH2:29][CH2:28]3)=[O:26])[CH2:13]2)[CH3:11])=[CH:4][CH:3]=1.C(N(CC)C(C)C)(C)C.[C:43](Cl)(=[O:46])[CH2:44][CH3:45].C(=O)([O-])[O-].[Na+].[Na+]>C1COCC1>[F:1][C:2]1[CH:7]=[CH:6][C:5]([O:8][C:9](=[O:33])[N:10]([C@@H:12]2[C@@H:16]([C:17]3[CH:22]=[CH:21][C:20]([Cl:23])=[C:19]([Cl:24])[CH:18]=3)[CH2:15][N:14]([C:25]([CH:27]3[CH2:32][CH2:31][N:30]([C:43](=[O:46])[CH2:44][CH3:45])[CH2:29][CH2:28]3)=[O:26])[CH2:13]2)[CH3:11])=[CH:4][CH:3]=1 |f:3.4.5|. Procedure: To a solution of rac-[(3R,4S)-4-(3,4-dichloro-phenyl)-1-(piperidine-4-carbonyl)-pyrrolidin-3-yl]-methyl-carbamic acid 4-fluoro-phenyl ester (200 mg, 0.41 mmol) in THF (2 mL) was added N,N-diisopropyl ethyl amine (208 μl, 1.21 mmol). After stirring for a period of 5 min propionyl chloride (53 μl, 0.61 mmol) was added. After stirring for 3 h at ambient temperature the reaction mixture was treated with an aqueous solution of sodium carbonate (1 M, 10 mL). The organic layer was separated and washed ... The reactants are O=N[O-], COCC1CN(c2ccc(C3CCCCC3)c(N)c2)C(=O)O1, [Na+], O, O=S(=O)(O)O. Product: COCC1CN(c2ccc(C3CCCCC3)c(O)c2)C(=O)O1. RXN SMILES: [N:28]([O-:29])=[O:30].[NH2:1][c:2]1[cH:3][c:4]([N:14]2[C:15](=[O:22])[O:16][CH:17]([CH2:19][O:20][CH3:21])[CH2:18]2)[cH:5][cH:6][c:7]1[CH:8]1[CH2:9][CH2:10][CH2:11][CH2:12][CH2:13]1.[Na+:31].[OH2:32].[S:23]([OH:24])(=[O:25])(=[O:26])[OH:27]>>[c:2]1([OH:24])[cH:3][c:4]([N:14]2[C:15](=[O:22])[O:16][CH:17]([CH2:19][O:20][CH3:21])[CH2:18]2)[cH:5][cH:6][c:7]1[CH:8]1[CH2:9][CH2:10][CH2:11][CH2:12][CH2:13]1. Starting materials: BrC1=CC=2C3=C(C=NC2C=C1)N(C(N3C=3C(=NN(C3)C)C)=O)C (8-bromo-1-(1,3-dimethyl-1H-pyrazol-4-yl)-3-methyl-1,3-dihydro-imidazo[4,5-c]quinolin-2-one), BrC1=CC=2C3=C(C=NC2C=C1)N(C(N3C=3C(=NN(C3)C)C)=O)C (8-bromo-1-(1,3-dimethyl-1H-pyrazol-4-yl)-3-methyl-1,3-dihydro-imidazo[4,5-c]quinolin-2-one), OC=1C=C(C=C(C1)C(F)(F)F)B(O)O (3-hydroxy-5-(trifluoromethyl)phenylboronic acid). The product is CN1N=C(C(=C1)N1C(N(C=2C=NC=3C=CC(=CC3C21)C2=CC(=CC(=C2)C(F)(F)F)O)C)=O)C (1-(1,3-Dimethyl-1H-pyrazol-4-yl)-8-(3-hydroxy-5-trifluoromethyl-phenyl)-3-methyl-1,3-dihydro-imidazo[4,5-c]quinolin-2-one). As a reaction SMILES: Br[C:2]1[CH:11]=[CH:10][C:9]2[N:8]=[CH:7][C:6]3[N:12]([CH3:23])[C:13](=[O:22])[N:14]([C:15]4[C:16]([CH3:21])=[N:17][N:18]([CH3:20])[CH:19]=4)[C:5]=3[C:4]=2[CH:3]=1.[OH:24][C:25]1[CH:26]=[C:27](B(O)O)[CH:28]=[C:29]([C:31]([F:34])([F:33])[F:32])[CH:30]=1>>[CH3:20][N:18]1[CH:19]=[C:15]([N:14]2[C:5]3[C:4]4[CH:3]=[C:2]([C:27]5[CH:28]=[C:29]([C:31]([F:34])([F:32])[F:33])[CH:30]=[C:25]([OH:24])[CH:26]=5)[CH:11]=[CH:10][C:9]=4[N:8]=[CH:7][C:6]=3[N:12]([CH3:23])[C:13]2=[O:22])[C:16]([CH3:21])=[N:17]1. Procedure details: The title compound was synthesized in a similar manner as described for Example 1.1 using 8-bromo-1-(1,3-dimethyl-1H-pyrazol-4-yl)-3-methyl-1,3-dihydro-imidazo[4,5-c]quinolin-2-one (Intermediate A, 40 mg, 0.107 mmol) and 3-hydroxy-5-(trifluoromethyl)phenylboronic acid (Combi-Blocks, San Diego, USA, 27 mg, 0.132 mmol) to give the title compound as a white solid. (HPLC: tR 2.83 min (Method A); M+H=454 MS-ES; 1H-NMR (d6-DMSO, 400 MHz) 10.38 (s, br, 1H), 8.98 (s, 1H), 8.18 (s, 1H), 8.12-8.07 (m, 1H)...